This data is from the Open Reaction Database (ORD), a public repository of structured organic reaction records. The task is: describe an organic reaction: reactants, conditions, products, and yield The reactants are C(C)(=O)N1C(=NCC1)NC1=CC(=NN1C1=CC(=CC=C1)C(F)(F)F)C (1-Acetyl-2[1-(3-Trifluoromethylphenyl)-3-methyl-5-pyrazolyl] amino-2-imidazoline), Cl (HCl), Cl (HCl). The solvent is CO (methanol). The product is Cl.FC(C=1C=C(C=CC1)N1N=C(C=C1NC=1NCCN1)C)(F)F (2[1-(3-Trifluoromethylphenyl)-3-methyl-5-pyrazolyl] amino-2-imidazoline hydrochloride). As a reaction SMILES: C([N:4]1[CH2:8][CH2:7][N:6]=[C:5]1[NH:9][C:10]1[N:14]([C:15]2[CH:20]=[CH:19][CH:18]=[C:17]([C:21]([F:24])([F:23])[F:22])[CH:16]=2)[N:13]=[C:12]([CH3:25])[CH:11]=1)(=O)C.[ClH:26]>CO>[ClH:26].[F:24][C:21]([F:22])([F:23])[C:17]1[CH:16]=[C:15]([N:14]2[C:10]([NH:9][C:5]3[NH:6][CH2:7][CH2:8][N:4]=3)=[CH:11][C:12]([CH3:25])=[N:13]2)[CH:20]=[CH:19][CH:18]=1 |f:3.4|. Procedure: 1-Acetyl-2[1-(3-Trifluoromethylphenyl)-3-methyl-5-pyrazolyl] amino-2-imidazoline (13.0 g.) was treated with HCl in methanol as described in Example II to give 10.12 g. of product as the HCl salt, mp 205°-206°. Starting materials: [Cl-].C(=O)NC=1SC=C(N1)C(C(=O)NC1[C@@H]2N(C(=C(CS2)C[P+](C2=CC=CC=C2)(C2=CC=CC=C2)C2=CC=CC=C2)C(=O)OC(C2=CC=CC=C2)C2=CC=CC=C2)C1=O)=NOC ([7-{2-(2-Formamidothiazol-4-yl)-2-methoxyiminoacetamido}-4-benzhydryloxycarbonyl-3-cephem-3-yl]methyltriphenylphosphonium chloride), C(C)OCC (diethyl ether), aqueous solution, [OH-].[Na+] (sodium hydroxide). The solvent is CC(=O)C (acetone), O (water). Product: C(=O)NC=1SC=C(N1)C(C(=O)NC1[C@@H]2N(C(=C(CS2)C=P(C2=CC=CC=C2)(C2=CC=CC=C2)C2=CC=CC=C2)C(=O)OC(C2=CC=CC=C2)C2=CC=CC=C2)C1=O)=NOC (benzhydryl 7-[2-(2-formamidothiazol-4-yl)-2-methoxyiminoacetamido]-3-triphenylphosphoranylidenemethyl-3-cephem-4-carboxylate). The yield is 72.4%. Reaction SMILES: [Cl-].[CH:2]([NH:4][C:5]1[S:6][CH:7]=[C:8]([C:10](=[N:59][O:60][CH3:61])[C:11]([NH:13][CH:14]2[C:57](=[O:58])[N:16]3[C:17]([C:41]([O:43][CH:44]([C:51]4[CH:56]=[CH:55][CH:54]=[CH:53][CH:52]=4)[C:45]4[CH:50]=[CH:49][CH:48]=[CH:47][CH:46]=4)=[O:42])=[C:18]([CH2:21][P+:22]([C:35]4[CH:40]=[CH:39][CH:38]=[CH:37][CH:36]=4)([C:29]4[CH:34]=[CH:33][CH:32]=[CH:31][CH:30]=4)[C:23]4[CH:28]=[CH:27][CH:26]=[CH:25][CH:24]=4)[CH2:19][S:20][C@H:15]23)=[O:12])[N:9]=1)=[O:3].[OH-].[Na+].C(OCC)C>CC(C)=O.O>[CH:2]([NH:4][C:5]1[S:6][CH:7]=[C:8]([C:10](=[N:59][O:60][CH3:61])[C:11]([NH:13][CH:14]2[C:57](=[O:58])[N:16]3[C:17]([C:41]([O:43][CH:44]([C:51]4[CH:56]=[CH:55][CH:54]=[CH:53][CH:52]=4)[C:45]4[CH:46]=[CH:47][CH:48]=[CH:49][CH:50]=4)=[O:42])=[C:18]([CH:21]=[P:22]([C:29]4[CH:34]=[CH:33][CH:32]=[CH:31][CH:30]=4)([C:23]4[CH:28]=[CH:27][CH:26]=[CH:25][CH:24]=4)[C:35]4[CH:36]=[CH:37][CH:38]=[CH:39][CH:40]=4)[CH2:19][S:20][C@H:15]23)=[O:12])[N:9]=1)=[O:3] |f:0.1,2.3|. Procedure: [7-{2-(2-Formamidothiazol-4-yl)-2-methoxyiminoacetamido}-4-benzhydryloxycarbonyl-3-cephem-3-yl]methyltriphenylphosphonium chloride (syn isomer)(5.33 g) was dissolved in a mixture of acetone (60 ml) and water (10 ml), and the solution was adjusted to pH 11 with 2 N aqueous solution of sodium hydroxide, followed by extraction three times with ethyl acetate (100 ml). The extract was washed with an aqueous solution of sodium chloride, dried over anhydrous magnesium sulfate and then evaporated to dry... Starting materials: CC1(OB(OC1(C)C)C=1C=CC(=NC1)C=1C=NC(=NC1)N)C (5-(5-(4,4,5,5-tetramethyl-1,3,2-dioxaborolan-2-yl)pyridin-2-yl)pyrimidin-2-amine), BrC1=C(C=CC=C1)S(=O)(=O)N1CC(NCC1)=O (4-((2-bromophenyl)sulfonyl)piperazin-2-one). Product: NC1=NC=C(C=N1)C1=CC=C(C=N1)C1=C(C=CC=C1)S(=O)(=O)N1CC(NCC1)=O (4-({2-[6-(2-Aminopyrimidin-5-yl)pyridin-3-yl]phenyl}sulonyl)piperazin-2-one). As a reaction SMILES: CC1(C)C(C)(C)OB([C:9]2[CH:10]=[CH:11][C:12]([C:15]3[CH:16]=[N:17][C:18]([NH2:21])=[N:19][CH:20]=3)=[N:13][CH:14]=2)O1.Br[C:24]1[CH:29]=[CH:28][CH:27]=[CH:26][C:25]=1[S:30]([N:33]1[CH2:38][CH2:37][NH:36][C:35](=[O:39])[CH2:34]1)(=[O:32])=[O:31]>>[NH2:21][C:18]1[N:19]=[CH:20][C:15]([C:12]2[N:13]=[CH:14][C:9]([C:24]3[CH:29]=[CH:28][CH:27]=[CH:26][C:25]=3[S:30]([N:33]3[CH2:38][CH2:37][NH:36][C:35](=[O:39])[CH2:34]3)(=[O:32])=[O:31])=[CH:10][CH:11]=2)=[CH:16][N:17]=1. Procedure details: The title compound was prepared in a manner similar to that described in Example 427 using 5-(5-(4,4,5,5-tetramethyl-1,3,2-dioxaborolan-2-yl)pyridin-2-yl)pyrimidin-2-amine and 4-((2-bromophenyl)sulfonyl)piperazin-2-one. MS (ESI): mass calcd. for C19H18N6O3S, 410.12; m/z found, 411.1 [M+H]+. 1H NMR (500 MHz, CD3OD) δ 8.97 (s, 2H), 8.60 (dd, J=2.2, 0.9, 1H), 8.18 (dd, J=8.0, 1.3, 1H), 7.91 (dd, J=8.2, 2.2, 1H), 7.87 (dd, J=8.2, 1.0, 1H), 7.80 (m, 1H), 7.70 (m, 1H), 7.50 (dd, J=7.5, 1.3, 1H), 3.42 ... Reactants: CN(CCNCC1=CC=C(C(=O)OC)C=C1)C (methyl 4-[[[2-(dimethylamino)ethyl]amino]methyl]benzoate), C(CCC)N=C=O (n-butyl isocyanate), C(O)([O-])=O.[Na+] (sodium hydrogencarbonate). Solvent: C(Cl)(Cl)Cl (chloroform), C(Cl)Cl (methylene chloride). Reaction conditions: time 4 hour. The product is C(CCC)NC(=O)N(CCN(C)C)CC1=CC=C(C(=O)OC)C=C1 (methyl 4-[[N-(butylcarbamoyl)-N-[2-(dimethylamino)ethyl]amino]methyl]-benzoate). Isolated yield 92.0%. Reaction SMILES: [CH3:1][N:2]([CH3:17])[CH2:3][CH2:4][NH:5][CH2:6][C:7]1[CH:16]=[CH:15][C:10]([C:11]([O:13][CH3:14])=[O:12])=[CH:9][CH:8]=1.[CH2:18]([N:22]=[C:23]=[O:24])[CH2:19][CH2:20][CH3:21].C(=O)([O-])O.[Na+]>C(Cl)Cl.C(Cl)(Cl)Cl>[CH2:18]([NH:22][C:23]([N:5]([CH2:6][C:7]1[CH:8]=[CH:9][C:10]([C:11]([O:13][CH3:14])=[O:12])=[CH:15][CH:16]=1)[CH2:4][CH2:3][N:2]([CH3:1])[CH3:17])=[O:24])[CH2:19][CH2:20][CH3:21] |f:2.3|. Procedure details: To a solution of methyl 4-[[[2-(dimethylamino)ethyl]amino]methyl]benzoate (compound obtained in Reference Example 36(1), 200 mg) in methylene chloride (4 mL) is added n-butyl isocyanate (143 μL) and the mixture is stirred at room temperature for 4 hours. The reaction mixture is diluted with chloroform (5 mL) and thereto is added a saturated sodium hydrogencarbonate solution (10 mL). After stirring, the organic layer is separated and concentrated. The resultant crude product is purified by column... Starting materials: NC1CCCc2ccccc21, O=Cc1ccc(Cl)c([N+](=O)[O-])c1. Product: O=[N+]([O-])c1cc(CNC2CCCc3ccccc32)ccc1Cl. RXN SMILES: [CH:13]1([NH2:23])[CH2:14][CH2:15][CH2:16][c:17]2[cH:18][cH:19][cH:20][cH:21][c:22]21.[Cl:1][c:2]1[c:3]([N+:10](=[O:11])[O-:12])[cH:4][c:5]([CH:6]=[O:7])[cH:8][cH:9]1>>[Cl:1][c:2]1[c:3]([N+:10](=[O:11])[O-:12])[cH:4][c:5]([CH2:6][NH:23][CH:13]2[CH2:14][CH2:15][CH2:16][c:17]3[cH:18][cH:19][cH:20][cH:21][c:22]32)[cH:8][cH:9]1.